This data is from the Open Reaction Database (ORD), a public repository of structured organic reaction records. The task is: describe an organic reaction: reactants, conditions, products, and yield Starting materials: NC1=CC=C(C=C1)C(C#N)C1=CC=CC=C1 (2-(4-Aminophenyl)-2-phenylacetonitrile), phenylcyanomethylenequinone oxime, ClC1=CC(=NC=2N1N=CC2)CC (7-Chloro-5-ethylpyrazolo[1,5-a]pyrimidine). Run in C(C)O (ethanol). Yields the product C(#N)C(C1=CC=C(C=C1)NC1=CC(=NC=2N1N=CC2)CC)C2=CC=CC=C2 (7-[(4-((Cyano)(phenyl)methyl)phenyl)amino]-5ethylpyrazolo[1,5-a]pyrimidine). As a reaction SMILES: [NH2:1][C:2]1[CH:7]=[CH:6][C:5]([CH:8]([C:11]2[CH:16]=[CH:15][CH:14]=[CH:13][CH:12]=2)[C:9]#[N:10])=[CH:4][CH:3]=1.Cl[C:18]1[N:23]2[N:24]=[CH:25][CH:26]=[C:22]2[N:21]=[C:20]([CH2:27][CH3:28])[CH:19]=1>C(O)C>[C:9]([CH:8]([C:11]1[CH:12]=[CH:13][CH:14]=[CH:15][CH:16]=1)[C:5]1[CH:4]=[CH:3][C:2]([NH:1][C:18]2[N:23]3[N:24]=[CH:25][CH:26]=[C:22]3[N:21]=[C:20]([CH2:27][CH3:28])[CH:19]=2)=[CH:7][CH:6]=1)#[N:10]. Procedure details: 2.1 g (10.1 mmol) 2-(4-Aminophenyl)-2-phenylacetonitrile (prepared by catalytic hydrogenation of phenylcyanomethylenequinone oxime according to the method of R. B. Davis, D. D. Carlos, G. S. Mattingly, J. Org. Chem. 1965, 30, 2607) and 1.8 g (9.9 mmol) 7-Chloro-5-ethylpyrazolo[1,5-a]pyrimidine (Example 1, Step B) were dissolved in 50 ml dry ethanol and heated with reflux for 10 h. Solid materials, which precipitated after cooling to room temperature, were filtered, the filtrate evaporated in vac... The reactants are C(C1=CC=CC=C1)N(C(C)(C)C)CC(O)C1=C2C=C(NC2=C(C=C1)OCC1=CC=CC=C1)CO (2-(N-benzyl-N-tert-butylamino)-1-(7-benzyloxy-2-hydroxymethylindol-4-yl)ethanol). The reagents and catalysts are [C].[Pd] (palladium-carbon). The solvent is CO (methanol). The product is C(C)(C)(C)NCC(O)C1=C2C=C(NC2=C(C=C1)O)CO (2-(N-tert-butylamino)-1-(7-hydroxy-2-hydroxymethylindol-4-yl) ethanol). Isolated yield 68.3%. Reaction SMILES: C([N:8]([CH2:13][CH:14]([C:16]1[CH:24]=[CH:23][C:22]([O:25]CC2C=CC=CC=2)=[C:21]2[C:17]=1[CH:18]=[C:19]([CH2:33][OH:34])[NH:20]2)[OH:15])[C:9]([CH3:12])([CH3:11])[CH3:10])C1C=CC=CC=1>CO.[C].[Pd]>[C:9]([NH:8][CH2:13][CH:14]([C:16]1[CH:24]=[CH:23][C:22]([OH:25])=[C:21]2[C:17]=1[CH:18]=[C:19]([CH2:33][OH:34])[NH:20]2)[OH:15])([CH3:12])([CH3:10])[CH3:11] |f:2.3|. Procedure details: 229 mg of 2-(N-benzyl-N-tert-butylamino)-1-(7-benzyloxy-2-hydroxymethylindol-4-yl)ethanol is hydrogenated in 10 ml of methanol for 10 minutes in the presence of 40 mg of 10% palladium-carbon, filtered, the filtrate concentrated and recrystallized from ethanol/diisopropyl ether, yielding 95 mg of 2-(N-tert-butylamino)-1-(7-hydroxy-2-hydroxymethylindol-4-yl) ethanol, mp 150° C. (decomposition). The reactants are C(C)NC=1C(=NC=CC1)N1CCN(CC1)C(=O)C1=NC=C(C(=O)O)C=C1 (6-[1-[3-(ethylamino)-2-pyridyl]piperazin-4-yl-carbonyl]nicotinic acid), C(C)(C)NC(C)C (diisopropylamine). Yields the product C(C)(C)N(C(=O)C=1C=CC(=NC1)C(=O)N1CCN(CC1)C1=NC=CC=C1NCC)C(C)C (5-(N,N-diisopropylcarbamoyl)-2-[1-[3-(ethylamino)-2-pyridyl]piperazin-4-yl-carbonyl]pyridine). Isolated yield 72.0%. As a reaction SMILES: [CH2:1]([NH:3][C:4]1[C:5]([N:10]2[CH2:15][CH2:14][N:13]([C:16]([C:18]3[CH:26]=[CH:25][C:21]([C:22](O)=[O:23])=[CH:20][N:19]=3)=[O:17])[CH2:12][CH2:11]2)=[N:6][CH:7]=[CH:8][CH:9]=1)[CH3:2].[CH:27]([NH:30][CH:31]([CH3:33])[CH3:32])([CH3:29])[CH3:28]>>[CH:27]([N:30]([CH:31]([CH3:33])[CH3:32])[C:22]([C:21]1[CH:25]=[CH:26][C:18]([C:16]([N:13]2[CH2:12][CH2:11][N:10]([C:5]3[C:4]([NH:3][CH2:1][CH3:2])=[CH:9][CH:8]=[CH:7][N:6]=3)[CH2:15][CH2:14]2)=[O:17])=[N:19][CH:20]=1)=[O:23])([CH3:29])[CH3:28]. Procedure details: By the same procedure as described in the example 24, the synthesis was carried out starting with 6-[1-[3-(ethylamino)-2-pyridyl]piperazin-4-yl-carbonyl]nicotinic acid and using diisopropylamine. And then, the product was recrystallized with acetone and hexane to give a desired compound. Starting materials: BrC1=CC2=C(N1C(C)C)C(N(C2=O)C2=CN(C(C=C2C)=O)C)C2=CC=C(C=C2)Cl (2-bromo-6-(4-chloro-phenyl)-5-(1,4-dimethyl-6-oxo-1,6-dihydro-pyridin-3-yl)-1-isopropyl-5,6-dihydro-1H-pyrrolo[3,4-b]pyrrol-4-one), COC1=NC(=NC=C1B1OC(C(O1)(C)C)(C)C)N (4-methoxy-5-(4,4,5,5-tetramethyl-[1,3,2]dioxaborolan-2-yl)-pyrimidin-2-ylamine), COC1=NC=C(C(=C1)OC)B(O)O (2,4-dimethoxypyridine-5-boronic acid), BrC1=CC2=C(N1C(C)C)C(N(C2=O)C2=C(C=CC(=C2)Cl)C)C2=CC=C(C=C2)Cl (2-bromo-5-(5-chloro-2-methyl-phenyl)-6-(4-chloro-phenyl)-1-isopropyl-5,6-dihydro-1H-pyrrolo[3,4-b]pyrrol-4-one). The product is ClC1=CC=C(C=C1)C1N(C(C2=C1N(C(=C2)C=2C(=NC(=NC2)OC)OC)C(C)C)=O)C2=CN(C(C=C2C)=O)C (6-(4-Chloro-phenyl)-2-(2,4-dimethoxy-pyrimidin-5-yl)-5-(1,4-dimethyl-6-oxo-1,6-dihydro-pyridin-3-yl)-1-isopropyl-5,6-dihydro-1H-pyrrolo[3,4-b]pyrrol-4-one). Reaction SMILES: Br[C:2]1[N:6]([CH:7]([CH3:9])[CH3:8])[C:5]2[CH:10]([C:23]3[CH:28]=[CH:27][C:26]([Cl:29])=[CH:25][CH:24]=3)[N:11]([C:14]3[C:19]([CH3:20])=[CH:18][C:17](=[O:21])[N:16]([CH3:22])[CH:15]=3)[C:12](=[O:13])[C:4]=2[CH:3]=1.[CH3:30][O:31][C:32]1C=[C:36]([O:38][CH3:39])[C:35](B(O)O)=[CH:34][N:33]=1.BrC1[N:48](C(C)C)C2C(C3C=CC(Cl)=CC=3)N(C3C=C(Cl)C=CC=3C)C(=O)C=2C=1.COC1C(B2OC(C)(C)C(C)(C)O2)=CN=C(N)N=1>>[Cl:29][C:26]1[CH:27]=[CH:28][C:23]([CH:10]2[C:5]3[N:6]([CH:7]([CH3:9])[CH3:8])[C:2]([C:35]4[C:36]([O:38][CH3:39])=[N:48][C:32]([O:31][CH3:30])=[N:33][CH:34]=4)=[CH:3][C:4]=3[C:12](=[O:13])[N:11]2[C:14]2[C:19]([CH3:20])=[CH:18][C:17](=[O:21])[N:16]([CH3:22])[CH:15]=2)=[CH:24][CH:25]=1. Procedure: The title compound was prepared in analogy to the procedure described for Example 25 but 2-bromo-6-(4-chloro-phenyl)-5-(1,4-dimethyl-6-oxo-1,6-dihydro-pyridin-3-yl)-1-isopropyl-5,6-dihydro-1H-pyrrolo[3,4-b]pyrrol-4-one (Intermediate AC) and 2,4-dimethoxypyridine-5-boronic acid were used instead of 2-bromo-5-(5-chloro-2-methyl-phenyl)-6-(4-chloro-phenyl)-1-isopropyl-5,6-dihydro-1H-pyrrolo[3,4-b]pyrrol-4-one and 4-methoxy-5-(4,4,5,5-tetramethyl-[1,3,2]dioxaborolan-2-yl)-pyrimidin-2-ylamine respect... The reactants are C(C1=CC=CC=C1)OC=1C=CC(=NC1)C=O (5-benzyloxypyridine-2-carbaldehyde), O (water), S(N)(O)(=O)=O (sulfamic acid), Cl(=O)[O-].[Na+] (sodium chlorite). The solvent is CC(=O)C (acetone). Reaction conditions: time 6 hour. Yields the product C(C1=CC=CC=C1)OC=1C=CC(=NC1)C(=O)O (5-Benzyloxypyridine-2-carboxylic acid). Yield: 73.4%. RXN SMILES: [CH2:1]([O:8][C:9]1[CH:10]=[CH:11][C:12]([CH:15]=[O:16])=[N:13][CH:14]=1)[C:2]1[CH:7]=[CH:6][CH:5]=[CH:4][CH:3]=1.O.S(=O)(=O)([OH:20])N.Cl([O-])=O.[Na+]>CC(C)=O>[CH2:1]([O:8][C:9]1[CH:10]=[CH:11][C:12]([C:15]([OH:20])=[O:16])=[N:13][CH:14]=1)[C:2]1[CH:3]=[CH:4][CH:5]=[CH:6][CH:7]=1 |f:3.4|. Reported procedure: To a solution of 5-benzyloxypyridine-2-carbaldehyde (3.8 g) in acetone (50 ml) was added water (50 ml), sulfamic acid (2.4 g) and sodium chlorite (2.2 g) were sequentially added thereto on an ice bath, and the solution was stirred for 6 hours at room temperature. The solid that was precipitated was filtered and rinsed with water to provide the title compound (3.0 g). Starting materials: O=C([O-])[O-], CN(C)C=O, Fc1ccc(I)cn1, [K+], [K+], c1ccc(-c2cn[nH]c2)cc1. The product is Ic1ccc(-n2cc(-c3ccccc3)cn2)nc1. Reaction SMILES: [C:20](=[O:21])([O-:22])[O-:23].[CH3:26][N:27]([CH3:28])[CH:29]=[O:30].[F:1][c:2]1[n:3][cH:4][c:5]([I:8])[cH:6][cH:7]1.[K+:24].[K+:25].[c:9]1(-[c:15]2[cH:16][n:17][nH:18][cH:19]2)[cH:10][cH:11][cH:12][cH:13][cH:14]1>>[c:2]1(-[n:17]2[cH:16][c:15](-[c:9]3[cH:10][cH:11][cH:12][cH:13][cH:14]3)[cH:19][n:18]2)[n:3][cH:4][c:5]([I:8])[cH:6][cH:7]1.